This data is from the Open Reaction Database (ORD), a public repository of structured organic reaction records. The task is: describe an organic reaction: reactants, conditions, products, and yield Starting materials: solid, intermediate e, FC1=C(C#N)C=CC(=C1)O (2-fluoro-4-hydroxy-benzonitrile), COC(C1=C(C=CC=C1)CBr)=O (2-bromomethyl-benzoic acid methyl ester). Yields the product COC(C1=C(C=CC=C1)COC1=CC(=C(C=C1)C#N)F)=O (2-(4-Cyano-3-fluoro-phenoxymethyl)-benzoic acid methyl ester). As a reaction SMILES: [F:1][C:2]1[CH:9]=[C:8]([OH:10])[CH:7]=[CH:6][C:3]=1[C:4]#[N:5].[CH3:11][O:12][C:13](=[O:22])[C:14]1[CH:19]=[CH:18][CH:17]=[CH:16][C:15]=1[CH2:20]Br>>[CH3:11][O:12][C:13](=[O:22])[C:14]1[CH:19]=[CH:18][CH:17]=[CH:16][C:15]=1[CH2:20][O:10][C:8]1[CH:7]=[CH:6][C:3]([C:4]#[N:5])=[C:2]([F:1])[CH:9]=1. Procedure details: The title compound was prepared in analogy to Example 40, intermediate e, from 2-fluoro-4-hydroxy-benzonitrile (CAS Reg. No. 82380-18-5) and 2-bromomethyl-benzoic acid methyl ester (CAS Reg. No. 2417-73-4). Off-white solid (91%). MS (Turbo Spray): m/z=286.1 (M+H). The reactants are ClC=1C=CC(=C(/C=C/C(=O)OC)C1)NS(=O)(=O)C1=CC=CC=C1 (methyl trans-5-chloro-2-(penylsulfonylamino)cinnamate), Br.BrCC(=O)C1=NC=CC(=C1)CCC (2-Bromoacetyl-4-propylpyridine hydrobromide). Yields the product COC(CC1=C(NC2=CC=C(C=C12)Cl)C(=O)C1=NC=CC(=C1)CCC)=O (Methyl[5-chloro-2-(4-propylpyridine-2-carbonyl)-1H-indol-3-yl]acetate). Reaction SMILES: [Cl:1][C:2]1[CH:3]=[CH:4][C:5]([NH:14]S(C2C=CC=CC=2)(=O)=O)=[C:6]([CH:13]=1)/[CH:7]=[CH:8]/[C:9]([O:11][CH3:12])=[O:10].Br.Br[CH2:26][C:27]([C:29]1[CH:34]=[C:33]([CH2:35][CH2:36][CH3:37])[CH:32]=[CH:31][N:30]=1)=[O:28]>>[CH3:12][O:11][C:9](=[O:10])[CH2:8][C:7]1[C:6]2[C:5](=[CH:4][CH:3]=[C:2]([Cl:1])[CH:13]=2)[NH:14][C:26]=1[C:27]([C:29]1[CH:34]=[C:33]([CH2:35][CH2:36][CH3:37])[CH:32]=[CH:31][N:30]=1)=[O:28] |f:1.2|. Procedure: The title compound was prepared according to the procedure described in Example 57 from methyl trans-5-chloro-2-(penylsulfonylamino)cinnamate (Example 36, step 3) and 2-bromoacetyl-4-propylpyridine hydrobromide (Preparation is described in Example 65). Reactants: ClC1=CC=C(C=C1)C(CCN(CCCCCCCN)C)C1=NC=CC=C1 (N-[3-(4-chlorophenyl)-3-(2-pyridyl)propyl]-N-methyl-1,7-heptanediamine), C(#N)NC(OC1=CC=CC=C1)=NCCSCC=1N=C(SC1)NC(=N)N (N-cyano-N'-[2-[[(2-guanidino-4-thiazolyl)methyl]thio]ethyl]-O-phenyl-isourea). The solvent is C(C)(=O)OCC.CO (ethyl acetate methanol). Product: ClC1=CC=C(C=C1)C(CCN(C)CCCCCCCNC(=NCCSCC=1N=C(SC1)NC(=N)N)NC#N)C1=NC=CC=C1 (N-[7-[N-[3-(4-chlorophenyl)-3-(2-pyridyl)propyl]-N-methylamino]heptyl]-N'-cyano-N"-[2-[[(2-guanidino-4-thiazolyl)methyl]thio]ethyl]guanidine). As a reaction SMILES: [Cl:1][C:2]1[CH:7]=[CH:6][C:5]([CH:8]([C:21]2[CH:26]=[CH:25][CH:24]=[CH:23][N:22]=2)[CH2:9][CH2:10][N:11]([CH3:20])[CH2:12][CH2:13][CH2:14][CH2:15][CH2:16][CH2:17][CH2:18][NH2:19])=[CH:4][CH:3]=1.[C:27]([NH:29][C:30](=[N:38][CH2:39][CH2:40][S:41][CH2:42][C:43]1[N:44]=[C:45]([NH:48][C:49]([NH2:51])=[NH:50])[S:46][CH:47]=1)OC1C=CC=CC=1)#[N:28]>C(OCC)(=O)C.CO>[Cl:1][C:2]1[CH:7]=[CH:6][C:5]([CH:8]([C:21]2[CH:26]=[CH:25][CH:24]=[CH:23][N:22]=2)[CH2:9][CH2:10][N:11]([CH2:12][CH2:13][CH2:14][CH2:15][CH2:16][CH2:17][CH2:18][NH:19][C:30]([NH:29][C:27]#[N:28])=[N:38][CH2:39][CH2:40][S:41][CH2:42][C:43]2[N:44]=[C:45]([NH:48][C:49]([NH2:51])=[NH:50])[S:46][CH:47]=2)[CH3:20])=[CH:4][CH:3]=1 |f:2.3|. Reported procedure: Preparation is effected analogously to Example 1, using 0.7 g (1.9 mmol) of N-[3-(4-chlorophenyl)-3-(2-pyridyl)propyl]-N-methyl-1,7-heptanediamine and 0.7 g (1.9 mmol) of N-cyano-N'-[2-[[(2-guanidino-4-thiazolyl)methyl]thio]ethyl]-O-phenyl-isourea as starting materials. Working up by chromatography (eluant: methylene chloride/methanol 95+5) analogously to Example 1 yields the purified title compound in the form of a dry foam; MS (+FAB method): m/z (rel. int.[%])=655 ([M+H]+ 2), 230 (18), 154 (10... Starting materials: N1=CN=C(C=C1)C#N (pyrimidine-4-carbonitrile), [NH4+].[Cl-] (NH4Cl). RXN SMILES: [N:1]1[CH:6]=[CH:5][C:4]([C:7]#[N:8])=[N:3][CH:2]=1.[NH4+:9].[Cl-]>>[N:1]1[CH:6]=[CH:5][C:4]([C:7](=[NH:9])[NH2:8])=[N:3][CH:2]=1 |f:1.2|. The product is N1=CN=C(C=C1)C(N)=N (pyrimidine-4-carboximidamide). Procedure details: Into a 250-mL 3-necked round-bottom flask purged and maintained with an inert atmosphere of nitrogen, was placed a solution of Na (0.11 g) in methanol (100 mL). The mixture was stirred for 10 min. This was followed by the addition of pyrimidine-4-carbonitrile (10 g, 95.15 mmol, 1.00 equiv). The solution was stirred for 2 h at room temperature. To this was added NH4Cl (11 g, 205.65 mmol, 2.16 equiv). The resulting solution was stirred for 4 h at 25° C. The resulting mixture was concentrated under... Reaction conditions: time 10 minute. Reactants: C(C)(=O)OC1=C(C(=O)O)C=CC=C1 (2-acetoxybenzoic acid), C(=O)(C(=O)Cl)Cl ((COCl)2). Solvent: C1CCOC1 (THF). The product is C(C)(=O)OC1=C(C=CC=C1)C(=O)Cl (2-(chlorocarbonyl)phenyl acetate). As a reaction SMILES: [C:1]([O:4][C:5]1[CH:13]=[CH:12][CH:11]=[CH:10][C:6]=1[C:7](O)=[O:8])(=[O:3])[CH3:2].C(Cl)(C([Cl:18])=O)=O>C1COCC1>[C:1]([O:4][C:5]1[CH:13]=[CH:12][CH:11]=[CH:10][C:6]=1[C:7]([Cl:18])=[O:8])(=[O:3])[CH3:2]. Procedure details: To a solution of compound 2-acetoxybenzoic acid (1.0 g, 5.5 mmol) in THF (30 mL) was added (COCl)2 (0.8 ml, 9.1 mmol) at 0° C. The mixture was heated (reflux, 1.5 h) and concentrated under reduced pressure to afford 2-(chlorocarbonyl)phenyl acetate. Reactants: C(CC)(=O)NC1=C(C=NN1C1=NC=C(C=C1Cl)Cl)[N+](=O)[O-] (5-propionamido-1-(3,5-dichloropyrid-2-yl)-4-nitro-pyrazole), Cl (hydrochloric acid). The solvent is C(C)O (ethanol). The product is NC1=C(C=NN1C1=NC=C(C=C1Cl)Cl)[N+](=O)[O-] (5-amino-1-(3,5-dichloropyrid-2-yl)-4-nitropyrazole). Isolated yield 92.4%. As a reaction SMILES: C([NH:5][C:6]1[N:10]([C:11]2[C:16]([Cl:17])=[CH:15][C:14]([Cl:18])=[CH:13][N:12]=2)[N:9]=[CH:8][C:7]=1[N+:19]([O-:21])=[O:20])(=O)CC.Cl>C(O)C>[NH2:5][C:6]1[N:10]([C:11]2[C:16]([Cl:17])=[CH:15][C:14]([Cl:18])=[CH:13][N:12]=2)[N:9]=[CH:8][C:7]=1[N+:19]([O-:21])=[O:20]. Procedure details: 5 g (0.015 mole) of 5-propionamido-1-(3,5-dichloropyrid-2-yl)-4-nitro-pyrazole and 10 ml of concentrated hydrochloric acid are heated under reflux in 15 ml of ethanol for 4 hours, the solvent is distilled off in vacuo, the residue is taken up in 400 ml of methylene chloride and the mixture is neutralized with sodium bicarbonate solution, washed with sodium chloride solution, dried over sodium sulphate and freed from the solvent in vacuo. 3.8 g (92% of theory) of 5-amino-1-(3,5-dichloropyrid-2-yl... Starting materials: NC1=CC=C2C(=C(NC2=N1)C1=CC=C(C=C1)F)C1=CC=NC=C1 (6-Amino-3-(4-pyridyl)-2-(4-fluorophenyl)-7-aza-indole), C(C)(=O)OC(C)=O (acetic anhydride). The solvent is C(C)(=O)OCC (ethyl acetate). Conditions: temperature 23 celsius. Yields the product O=C(C)NC1=CC=C2C(=C(NC2=N1)C1=CC=C(C=C1)F)C1=CC=NC=C1 (6-(1′-oxo-ethylamino)-3-(4-pyridyl)-2-(4-fluorophenyl)-7-aza-indole). RXN SMILES: [NH2:1][C:2]1[N:10]=[C:9]2[C:5]([C:6]([C:18]3[CH:23]=[CH:22][N:21]=[CH:20][CH:19]=3)=[C:7]([C:11]3[CH:16]=[CH:15][C:14]([F:17])=[CH:13][CH:12]=3)[NH:8]2)=[CH:4][CH:3]=1.[C:24](OC(=O)C)(=[O:26])[CH3:25]>C(OCC)(=O)C>[O:26]=[C:24]([NH:1][C:2]1[N:10]=[C:9]2[C:5]([C:6]([C:18]3[CH:23]=[CH:22][N:21]=[CH:20][CH:19]=3)=[C:7]([C:11]3[CH:12]=[CH:13][C:14]([F:17])=[CH:15][CH:16]=3)[NH:8]2)=[CH:4][CH:3]=1)[CH3:25]. Procedure: 6-Amino-3-(4-pyridyl)-2-(4-fluorophenyl)-7-aza-indole (17) (50 mg, 0.164 mmol) and acetic anhydride (0.5 mL) were warmed to 60° C. for 1 h. After cooling to 23° C., the reaction was diluted with ethyl acetate (50 mL), washed with NaOH (1N, 50 mL), and dried (Na2SO4). Concentration in vacuo afforded 6-(1′-oxo-ethylamino)-3-(4-pyridyl)-2-(4-fluorophenyl)-7-aza-indole (57): Mass Spectrum (CI) 347 (MH+). Starting materials: C(C1=CC=CC=C1)OC(=O)NCCC[C@H](NC(=O)OC(C)(C)C)C(=O)O ((S)-N5-(benzyloxycarbonyl)-N2-(tert-butyloxycarbonyl)-ornithine), C1(CCCCC1)CS(=O)(=O)Cl ((cyclohexyl)-methanesulphonyl chloride), N1CCCC1 (pyrrolidine). Product: Cl.N[C@@H](CCCNS(=O)(=O)CC1CCCCC1)C(N1CCCC1)=O ((S)-N-[4-Amino-5-oxo-5-(1-pyrrolidinyl)-pentyl]-(cyclohexyl)-methanesulphonamide Hydrochloride). RXN SMILES: C(OC([NH:11][CH2:12][CH2:13][CH2:14][C@@H:15]([C:24]([OH:26])=O)[NH:16]C(OC(C)(C)C)=O)=O)C1C=CC=CC=1.[CH:27]1([CH2:33][S:34]([Cl:37])(=[O:36])=[O:35])[CH2:32][CH2:31][CH2:30][CH2:29][CH2:28]1.[NH:38]1[CH2:42][CH2:41][CH2:40][CH2:39]1>>[ClH:37].[NH2:16][C@H:15]([C:24](=[O:26])[N:38]1[CH2:42][CH2:41][CH2:40][CH2:39]1)[CH2:14][CH2:13][CH2:12][NH:11][S:34]([CH2:33][CH:27]1[CH2:32][CH2:31][CH2:30][CH2:29][CH2:28]1)(=[O:36])=[O:35] |f:3.4|. Reported procedure: Starting from (S)-N5-(benzyloxycarbonyl)-N2-(tert-butyloxycarbonyl)-ornithine, (cyclohexyl)-methanesulphonyl chloride and pyrrolidine, the expected product is obtained according to the procedure described in Example 3.